This data is from the Open Reaction Database (ORD), a public repository of structured organic reaction records. The task is: describe an organic reaction: reactants, conditions, products, and yield The reactants are CC=1C(=C2C(=CN(C2=C(C1)C)S(=O)(=O)C1=CC=C(C)C=C1)C1=CC=NN1COCC[Si](C)(C)C)C(C1=NC2=C(N1COCC[Si](C)(C)C)C=CC(=C2)C#N)O ((±)-2-((5,7-dimethyl-1-tosyl-3-(1-((2-(trimethylsilyl)ethoxy)methyl)-1H-pyrazol-5-yl)-1H-indol-4-yl)(hydroxy)methyl)-1-((2-(trimethylsilyl)ethoxy)methyl)-1H-benzo[d]imidazole-5-carbonitrile), CC=1C(=C2C(=CN(C2=C(C1)C)S(=O)(=O)C1=CC=C(C)C=C1)C1=CC=NN1COCC[Si](C)(C)C)C(C1=NC2=C(N1COCC[Si](C)(C)C)C=C(C=C2)C#N)O ((±)-2-((5,7-dimethyl-1-tosyl-3-(1-((2-(trimethylsilyl)ethoxy)methyl)-1H-pyrazol-5-yl)-1H-indol-4-yl)(hydroxy)methyl)-1-((2-(trimethylsilyl)ethoxy)methyl)-1H-benzo[d]imidazole-6-carbonitrile). Solvent: Cl (HCl), CO (MeOH), C(Cl)Cl (CH2Cl2). Reaction conditions: temperature 60 celsius, time 16 hour. The product is CC=1C(=C2C(=CN(C2=C(C1)C)S(=O)(=O)C1=CC=C(C)C=C1)C1=CC=NN1)C(C1=NC2=C(N1)C=CC(=C2)C#N)O ((±)-2-((5,7-Dimethyl-3-(1H-pyrazol-5-yl)-1-tosyl-1H-indol-4-yl)(hydroxy)methyl)-1H-benzo[d]imidazole-5-carbonitrile). As a reaction SMILES: [CH3:1][C:2]1[C:3]([CH:35]([OH:55])[C:36]2[N:40](COCC[Si](C)(C)C)[C:39]3[CH:49]=[CH:50][C:51]([C:53]#[N:54])=[CH:52][C:38]=3[N:37]=2)=[C:4]2[C:8](=[C:9]([CH3:11])[CH:10]=1)[N:7]([S:12]([C:15]1[CH:21]=[CH:20][C:18]([CH3:19])=[CH:17][CH:16]=1)(=[O:14])=[O:13])[CH:6]=[C:5]2[C:22]1[N:26](COCC[Si](C)(C)C)[N:25]=[CH:24][CH:23]=1.CC1C(C(O)C2N(COCC[Si](C)(C)C)C3C=C(C#N)C=CC=3N=2)=C2C(=C(C)C=1)N(S(C1C=CC(C)=CC=1)(=O)=O)C=C2C1N(COCC[Si](C)(C)C)N=CC=1>Cl.CO.C(Cl)Cl>[CH3:1][C:2]1[C:3]([CH:35]([OH:55])[C:36]2[NH:40][C:39]3[CH:49]=[CH:50][C:51]([C:53]#[N:54])=[CH:52][C:38]=3[N:37]=2)=[C:4]2[C:8](=[C:9]([CH3:11])[CH:10]=1)[N:7]([S:12]([C:15]1[CH:16]=[CH:17][C:18]([CH3:19])=[CH:20][CH:21]=1)(=[O:14])=[O:13])[CH:6]=[C:5]2[C:22]1[NH:26][N:25]=[CH:24][CH:23]=1. Procedure details: A solution of a mixture of (±)-2-((5,7-dimethyl-1-tosyl-3-(1-((2-(trimethylsilyl)ethoxy)methyl)-1H-pyrazol-5-yl)-1H-indol-4-yl)(hydroxy)methyl)-1-((2-(trimethylsilyl)ethoxy)methyl)-1H-benzo[d]imidazole-5-carbonitrile and (±)-2-((5,7-dimethyl-1-tosyl-3-(1-((2-(trimethylsilyl)ethoxy)methyl)-1H-pyrazol-5-yl)-1H-indol-4-yl)(hydroxy)methyl)-1-((2-(trimethylsilyl)ethoxy)methyl)-1H-benzo[d]imidazole-6-carbonitrile (250 mg, 0.314 mmol) in 1M HCl in MeOH (2 mL) was stirred at 60° C. for 16 h. The reactio... The reactants are CCCCNc1nc(N)c2nc(OC)n(CCCCC3CCCOC3)c2n1, C1COCCO1, CO, Cl, [Na+], [OH-], O. Yields the product CCCCNc1nc(N)c2[nH]c(=O)n(CCCCC3CCCOC3)c2n1. As a reaction SMILES: [CH2:1]([CH2:2][CH2:3][CH3:4])[NH:5][c:6]1[n:7][c:8]([NH2:27])[c:9]2[n:10][c:11]([O:25][CH3:26])[n:12]([CH2:15][CH2:16][CH2:17][CH2:18][CH:19]3[CH2:20][O:21][CH2:22][CH2:23][CH2:24]3)[c:13]2[n:14]1.[CH2:29]1[O:30][CH2:31][CH2:32][O:33][CH2:34]1.[CH3:37][OH:38].[ClH:28].[Na+:36].[OH-:35].[OH2:39]>>[CH2:1]([CH2:2][CH2:3][CH3:4])[NH:5][c:6]1[n:7][c:8]([NH2:27])[c:9]2[nH:10][c:11](=[O:25])[n:12]([CH2:15][CH2:16][CH2:17][CH2:18][CH:19]3[CH2:20][O:21][CH2:22][CH2:23][CH2:24]3)[c:13]2[n:14]1. Reactants: N(CC(=O)O)C(=O)OC(C)(C)C (Boc-Gly-OH), CC1=CN(C(=O)NC1=O)[C@H]2C[C@@H]([C@H](O2)CO)N=[N+]=[N-] (AZT), C1(=CC=CC=C1)OC (anisole), Cl.O1CCOCC1 (HCl dioxane). Reagents/catalysts: CN(C)C=1C=CN=CC1 (DMAP). Run in C(Cl)(Cl)Cl.CN(C)C=O (chloroform DMF). Reaction conditions: time 8 hour. Product: NCC(=O)O.CC1=CN(C(=O)NC1=O)[C@H]2C[C@@H]([C@H](O2)CO)N=[N+]=[N-].Cl (H-Gly AZT hydrochloride). RXN SMILES: [CH3:1][C:2]1[C:8](=[O:9])[NH:7][C:5](=[O:6])[N:4]([C@@H:10]2[O:14][C@H:13]([CH2:15][OH:16])[C@@H:12]([N:17]=[N+:18]=[N-:19])[CH2:11]2)[CH:3]=1.[NH:20](C(OC(C)(C)C)=O)[CH2:21][C:22]([OH:24])=[O:23].C1(OC)C=CC=CC=1.[ClH:40].O1CCOCC1>C(Cl)(Cl)Cl.CN(C=O)C.CN(C1C=CN=CC=1)C>[NH2:20][CH2:21][C:22]([OH:24])=[O:23].[CH3:1][C:2]1[C:8](=[O:9])[NH:7][C:5](=[O:6])[N:4]([C@@H:10]2[O:14][C@H:13]([CH2:15][OH:16])[C@@H:12]([N:17]=[N+:18]=[N-:19])[CH2:11]2)[CH:3]=1.[ClH:40] |f:3.4,5.6,8.9.10|. Procedure: In a mixture of chloroform-DMF (1:1) was dissolved AZT (1.0 g), and to the solution were added under ice-cooling Boc-Gly-OH (1.32 g) and DMAP (0.46 g). The mixture was stirred overnight. The reaction solution was concentrated under reduced pressure, and the residue was dissolved in ethyl acetate. The solution was successively washed with 5% citric acid solution, 5% sodium hydrogencarbonate solution and saturated brine, dried with anhydrous sodium sulfate, and concentrated under reduced pressure....